This data is from the Open Reaction Database (ORD), a public repository of structured organic reaction records. The task is: describe an organic reaction: reactants, conditions, products, and yield Starting materials: CN(C)CCN, COc1ccc(CN(c2cccc(C(=O)O)c2)c2cc(Cl)nn3c(C#N)cnc23)cc1, CN(C)C=O. Yields the product COc1ccc(CN(c2cccc(C(=O)NCCN(C)C)c2)c2cc(Cl)nn3c(C#N)cnc23)cc1. As a reaction SMILES: [CH3:32][N:33]([CH2:34][CH2:35][NH2:36])[CH3:37].[Cl:1][c:2]1[cH:3][c:4]([N:13]([c:14]2[cH:15][c:16]([C:17](=[O:18])[OH:19])[cH:20][cH:21][cH:22]2)[CH2:23][c:24]2[cH:25][cH:26][c:27]([O:30][CH3:31])[cH:28][cH:29]2)[c:5]2[n:6]([n:7]1)[c:8]([C:11]#[N:12])[cH:9][n:10]2.[O:38]=[CH:39][N:40]([CH3:41])[CH3:42]>>[Cl:1][c:2]1[cH:3][c:4]([N:13]([c:14]2[cH:15][c:16]([C:17](=[O:19])[NH:36][CH2:35][CH2:34][N:33]([CH3:32])[CH3:37])[cH:20][cH:21][cH:22]2)[CH2:23][c:24]2[cH:25][cH:26][c:27]([O:30][CH3:31])[cH:28][cH:29]2)[c:5]2[n:6]([n:7]1)[c:8]([C:11]#[N:12])[cH:9][n:10]2. Reactants: CC1=NOC(=C1C=1C=C(C=CC1)NC=C(C(=O)OCC)C(=O)OCC)C (Diethyl ({[3-(3,5-dimethyl-4-isoxazolyl)phenyl]amino}methylidene)-propanedioate), CC1=NOC(=C1C=1C=C(C=CC1)NC=C(C(=O)OCC)C(=O)OCC)C (Diethyl ({[3-(3,5-dimethyl-4-isoxazolyl)phenyl]amino}methylidene)-propanedioate), C1(=CC=CC=C1)OC1=CC=CC=C1 (diphenylether). Yields the product CC1=NOC(=C1C1=CC=C2C(=C(C=NC2=C1)C(=O)OCC)O)C (Ethyl 7-(3,5-dimethyl-4-isoxazolyl)-4-hydroxy-3-quinolinecarboxylate). Yield: 76.0%. As a reaction SMILES: [CH3:1][C:2]1[C:6]([C:7]2[CH:8]=[C:9]([NH:13][CH:14]=[C:15]([C:21]([O:23][CH2:24][CH3:25])=[O:22])[C:16](OCC)=[O:17])[CH:10]=[CH:11][CH:12]=2)=[C:5]([CH3:26])[O:4][N:3]=1.C1(OC2C=CC=CC=2)C=CC=CC=1>>[CH3:1][C:2]1[C:6]([C:7]2[CH:8]=[C:9]3[C:10]([C:16]([OH:17])=[C:15]([C:21]([O:23][CH2:24][CH3:25])=[O:22])[CH:14]=[N:13]3)=[CH:11][CH:12]=2)=[C:5]([CH3:26])[O:4][N:3]=1. Procedure details: Diethyl ({[3-(3,5-dimethyl-4-isoxazolyl)phenyl]amino}methylidene)-propanedioate (for a preparation see Intermediate 5, 75 g, 210 mmol) was suspended in boiling diphenylether (1 L) and heated to reflux for 30 minutes. The reaction mixture was cooled and precipitated with iPr2O to give the title compound as a brown powder (50 g, 76%). 1H NMR (300 MHz, DMSO-d6, ppm) δ: 12.45 (brs, 1H), 8.76 (s, 1H), 8.34 (d, J=8.6 Hz, 1H), 7.76 (s, 1H), 7.59 (d, J=8.6 Hz, 1H), 4.36 (q, J=7.1 Hz, 2H), 2.62 (s, 3H), ... Starting materials: [Al+3], CC(=O)NCCc1ccccc1, ClCCl, COC(=O)CCC(=O)O, [Cl-], [Cl-], [Cl-], [Cl-]. Product: COC(=O)CCC(=O)c1ccc(CCNC(C)=O)cc1. As a reaction SMILES: [Al+3:2].[C:5]([CH3:6])(=[O:7])[NH:8][CH2:9][CH2:10][c:11]1[cH:12][cH:13][cH:14][cH:15][cH:16]1.[CH2:27]([Cl:28])[Cl:29].[CH3:18][O:19][C:20]([CH2:21][CH2:22][C:23](=[O:24])[OH:25])=[O:26].[Cl-:17].[Cl-:1].[Cl-:3].[Cl-:4]>>[C:5]([CH3:6])(=[O:7])[NH:8][CH2:9][CH2:10][c:11]1[cH:12][cH:13][c:14]([C:23]([CH2:22][CH2:21][C:20]([O:19][CH3:18])=[O:26])=[O:24])[cH:15][cH:16]1. Reactants: COC(C1=C(C(=C(C(=C1)N)NC)Cl)N)=O (2,5-diamino-3-chloro-4-methylamino-benzoic acid methyl ester), Cl.C(C)(=N)N (acetamidine hydrochloride), CCO (EtOH). Conditions: temperature 80 celsius, time 2 day. The product is COC(=O)C1=CC2=C(N(C(=N2)C)C)C(=C1N)Cl (6-amino-7-chloro-1,2-dimethyl-1H-benzoimidazole-5-carboxylic acid methyl ester). The yield is 58.0%. RXN SMILES: [CH3:1][O:2][C:3](=[O:15])[C:4]1[CH:9]=[C:8](N)[C:7](NC)=[C:6]([Cl:13])[C:5]=1[NH2:14].Cl.[C:17]([NH2:20])(=[NH:19])[CH3:18].[CH3:21]CO>>[CH3:1][O:2][C:3]([C:4]1[C:5]([NH2:14])=[C:6]([Cl:13])[C:7]2[N:19]([CH3:21])[C:17]([CH3:18])=[N:20][C:8]=2[CH:9]=1)=[O:15] |f:1.2|. Procedure: To a suspension of 1 g (3.48 mmol) of 2,5-diamino-3-chloro-4-methylamino-benzoic acid methyl ester (synthesis described in example H7) in 153 mL of EtOH is added 680 mg (6.97 mmol) of acetamidine hydrochloride. The mixture is stirred 2 days at a temperature of 80° C. Then, all the solvent is evaporated and the residue is suspended in EtOAc, the formed precipitate is filtrated and after evaporation the filtrate is purified by flash chromatography on silica gel and gave 510 mg (2.01 mmol, 58%) of ... Reactants: CCOC(=O)/N=N/C(=O)OCC (diethylazodicarboxylate), NC1=C(C#N)C=CC(=C1)[N+](=O)[O-] (2-amino-4-nitrobenzonitrile), ON1C(CCC1=O)=O (N-hydroxysuccinimide), [N+](=O)([O-])C1=CC(=C(C(=O)O)C=C1)N (4-nitro-2-aminobenzoic acid), C1(=CC=CC=C1)P(C1=CC=CC=C1)C1=CC=CC=C1 (triphenylphosphine), C(C)(C)(C)N (tert-butylamine). Run in O1CCCC1 (tetrahydrofuran), O1CCCC1 (tetrahydrofuran). Reaction conditions: time 10 minute. Product: [N+](=O)([O-])C1=C(C(=C(C(=O)N)C=C1)N)C(C)(C)C (4-nitro-2-amino-tert-butylbenzamide). Reaction SMILES: [NH2:1][C:2]1[CH:9]=[C:8]([N+:10]([O-:12])=[O:11])[CH:7]=[CH:6][C:3]=1[C:4]#[N:5].[N+](C1C=[CH:23][C:19]([C:20](O)=O)=[C:18](N)C=1)([O-])=O.C1(P(C2C=CC=CC=2)C2C=CC=CC=2)C=CC=CC=1.[OH:45]N1C(=O)CCC1=O.CCOC(/N=N/C(OCC)=O)=O.C(N)(C)(C)C>O1CCCC1>[N+:10]([C:8]1[CH:7]=[CH:6][C:3]([C:4]([NH2:5])=[O:45])=[C:2]([NH2:1])[C:9]=1[C:19]([CH3:23])([CH3:20])[CH3:18])([O-:12])=[O:11]. Procedure: Preparation of starting material: 2-amino-4-nitrobenzonitrile; Dissolve 4-nitro-2-aminobenzoic acid (500 mg, 2.75 mmol) in tetrahydrofuran (10 mL). Add triphenylphosphine (730 mg, 2.75 mL) and N-hydroxysuccinimide (316 mg, 2.75 mmol). Add a solution of diethylazodicarboxylate (0,433 mL,2.75 mmol) and stir at room temperature under nitrogen for 10 minutes. Add tert-butylamine (1.1 mL, 5.5 mmol) in tetrahydrofuran (5 mL) directly to the reaction to yield after workup the 4-nitro-2-amino-tert-butyl... Reactants: ClC=1OC(=C(N1)C1=CC=C(C=C1)Cl)CCC(=O)O (2-chloro-4-(4-chlorophenyl)-5-oxazolepropionic acid), N1CCOCC1 (morpholine). Solvent: CC(C)O (2-propanol). The product is ClC1=CC=C(C=C1)C=1N=C(OC1CCC(=O)O)N1CCOCC1 (4-(4-chlorophenyl)-2-morpholino-5-oxazolepropionic acid). The yield is 98.0%. Reaction SMILES: Cl[C:2]1[O:3][C:4]([CH2:14][CH2:15][C:16]([OH:18])=[O:17])=[C:5]([C:7]2[CH:12]=[CH:11][C:10]([Cl:13])=[CH:9][CH:8]=2)[N:6]=1.[NH:19]1[CH2:24][CH2:23][O:22][CH2:21][CH2:20]1>CC(O)C>[Cl:13][C:10]1[CH:11]=[CH:12][C:7]([C:5]2[N:6]=[C:2]([N:19]3[CH2:24][CH2:23][O:22][CH2:21][CH2:20]3)[O:3][C:4]=2[CH2:14][CH2:15][C:16]([OH:18])=[O:17])=[CH:8][CH:9]=1. Procedure details: A mixture of 2-chloro-4-(4-chlorophenyl)-5-oxazolepropionic acid (1.43 g), morpholine (2.2 ml) and 2-propanol (20 ml) was stirred under reflux for 4 hours. The reaction mixture was concentrated, and water was added to the residue. The pH was then adjusted 3 with 2 N hydrochloric acid. The crystals thus precipitated were collected by filtration to obtain 4-(4-chlorophenyl)-2-morpholino-5-oxazolepropionic acid (1.64 g, 98%). This was recrystallized from ethanol to give colorless needles. mp 180-18... Starting materials: BrC1COC2=C(C1=O)C=C(C(=C2)NS(=O)(=O)C)OC2=CC=CC=C2 (3-bromo-2,3-dihydro-7-methylsulfonylamino-6-phenoxy-4H-1-benzopyran-4-one), CO (methanol). The reagents and catalysts are F[B-](F)(F)F.[Ag+] (silver tetrafluoroborate). The product is COC1COC2=C(C1=O)C=C(C(=C2)NS(=O)(=O)C)OC2=CC=CC=C2 (2,3-dihydro-3-methoxy-7-methylsulfonylamino-6-phenoxy-4H-1-benzopyran-4-one). Yield: 35.0%. Reaction SMILES: Br[CH:2]1[C:7](=[O:8])[C:6]2[CH:9]=[C:10]([O:18][C:19]3[CH:24]=[CH:23][CH:22]=[CH:21][CH:20]=3)[C:11]([NH:13][S:14]([CH3:17])(=[O:16])=[O:15])=[CH:12][C:5]=2[O:4][CH2:3]1.[CH3:25][OH:26]>F[B-](F)(F)F.[Ag+]>[CH3:25][O:26][CH:2]1[C:7](=[O:8])[C:6]2[CH:9]=[C:10]([O:18][C:19]3[CH:24]=[CH:23][CH:22]=[CH:21][CH:20]=3)[C:11]([NH:13][S:14]([CH3:17])(=[O:16])=[O:15])=[CH:12][C:5]=2[O:4][CH2:3]1 |f:2.3|. Reported procedure: There were mixed 4.12 g of 3-bromo-2,3-dihydro-7-methylsulfonylamino-6-phenoxy-4H-1-benzopyran-4-one, 9.37 g of silver tetrafluoroborate and 100 ml of methanol. The mixture was refluxed for 4 hours. The reaction mixture was cooled and filtered to remove the insolubles. The filtrate was subjected to distillation under reduced pressure to remove the solvent. The residue was purified by a column chromatography (eluant: a 5 : 1 mixture of toluene and ethyl acetate) to obtain 1.27 g (yield: 35%) of 2... The reactants are OC1=CC=C(C(=O)OCC)C=C1 (Ethyl 4-hydroxybenzoate), C(C(C)=C)Cl (methallyl chloride), C([O-])([O-])=O.[K+].[K+] (potassium carbonate). Solvent: CC(=O)C (acetone). Run at time 40 hour. Product: OC1=C(C=C(C(=O)OCC)C=C1)CC(C)=C (ethyl 4-hydroxy-3-methallylbenzoate). The yield is 89.3%. RXN SMILES: [OH:1][C:2]1[CH:12]=[CH:11][C:5]([C:6]([O:8][CH2:9][CH3:10])=[O:7])=[CH:4][CH:3]=1.[CH2:13](Cl)[C:14](=[CH2:16])[CH3:15].C(=O)([O-])[O-].[K+].[K+]>CC(C)=O>[OH:1][C:2]1[CH:3]=[CH:4][C:5]([C:6]([O:8][CH2:9][CH3:10])=[O:7])=[CH:11][C:12]=1[CH2:15][C:14](=[CH2:13])[CH3:16] |f:2.3.4|. Procedure details: Ethyl 4-hydroxybenzoate (50.0 g), methallyl chloride (32.6 g), and potassium carbonate (45.6 g) were refluxed in acetone (150 ml) with stirring for 40 hours. The reaction mixture was filtered and the filtrate was concentrated under a vacuum. The residue, with toluene (150 ml) added thereto, was washed with 2% sodium hydroxide solution and water successively. After being dried over sodium sulfate anhydride, the solution was concentrated under a vacuum. The resulting oily material was dissolved in...